Dataset: the Open Reaction Database (ORD), a public repository of structured organic reaction records. Task: describe an organic reaction: reactants, conditions, products, and yield Starting materials: C(C)(C)(C)OC(NC=1COCCC(N1)(C(F)(F)F)C1=C(C=CC(=C1)[N+](=O)[O-])F)=O ([5-(2-fluoro-5-nitro-phenyl)-5-trifluoromethyl-2,5,6,7-tetrahydro-[1,4]oxazepin-3-yl]-carbamic acid tert-butyl ester). Reagents/catalysts: [Pd] (Pd on charcoal). Solvent: C(C)O (ethanol), C1CCOC1 (THF). Run at time 6 hour. The product is C(C)(C)(C)OC(NC=1COCCC(N1)(C(F)(F)F)C1=C(C=CC(=C1)N)F)=O ([5-(5-Amino-2-fluoro-phenyl)-5-trifluoromethyl-2,5,6,7-tetrahydro-[1,4]oxazepin-3-yl]-carbamic acid tert-butyl ester). Isolated yield 87.9%. As a reaction SMILES: [C:1]([O:5][C:6](=[O:29])[NH:7][C:8]1[CH2:9][O:10][CH2:11][CH2:12][C:13]([C:19]2[CH:24]=[C:23]([N+:25]([O-])=O)[CH:22]=[CH:21][C:20]=2[F:28])([C:15]([F:18])([F:17])[F:16])[N:14]=1)([CH3:4])([CH3:3])[CH3:2]>C(O)C.C1COCC1.[Pd]>[C:1]([O:5][C:6](=[O:29])[NH:7][C:8]1[CH2:9][O:10][CH2:11][CH2:12][C:13]([C:19]2[CH:24]=[C:23]([NH2:25])[CH:22]=[CH:21][C:20]=2[F:28])([C:15]([F:17])([F:16])[F:18])[N:14]=1)([CH3:4])([CH3:2])[CH3:3]. Procedure details: A solution of [5-(2-fluoro-5-nitro-phenyl)-5-trifluoromethyl-2,5,6,7-tetrahydro-[1,4]oxazepin-3-yl]-carbamic acid tert-butyl ester (1.69 g, 4.01 mmol) in 10 mL ethanol and 10 mL THF was brought under nitrogen atmosphere and 500 mg of 5% Pd on charcoal was added. The reaction mixture was then stirred under a hydrogen atmosphere (balloon) for 6 hours. Then it was filtered over celite and evaporated. The crude product was crystallized from hexane/TBME to give 1.38 g of the title compound as white c... The reactants are O=C([O-])c1ccccc1C(=O)O[O-], CO, ClCCl, CCC(O)(c1cnc(Sc2ccc3c(-c4ccc(F)cc4)cc(=O)oc3c2)s1)C(F)(F)F, [Mg+2], O, O, O, O, O, O. Product: CCC(O)(c1cnc(S(=O)c2ccc3c(-c4ccc(F)cc4)cc(=O)oc3c2)s1)C(F)(F)F. RXN SMILES: [C:39]([O:40][O-:41])(=[O:42])[c:44]1[c:45]([C:50](=[O:43])[O-:51])[cH:46][cH:47][cH:48][cH:49]1.[CH3:56][OH:57].[Cl:53][CH2:54][Cl:55].[F:1][c:2]1[cH:3][cH:4][c:5](-[c:8]2[cH:9][c:10](=[O:32])[o:11][c:12]3[cH:13][c:14]([S:18][c:19]4[s:20][c:21]([C:24]([CH2:25][CH3:26])([C:27]([F:28])([F:29])[F:30])[OH:31])[cH:22][n:23]4)[cH:15][cH:16][c:17]23)[cH:6][cH:7]1.[Mg+2:52].[OH2:33].[OH2:34].[OH2:35].[OH2:36].[OH2:37].[OH2:38]>>[F:1][c:2]1[cH:3][cH:4][c:5](-[c:8]2[cH:9][c:10](=[O:32])[o:11][c:12]3[cH:13][c:14]([S:18]([c:19]4[s:20][c:21]([C:24]([CH2:25][CH3:26])([C:27]([F:28])([F:29])[F:30])[OH:31])[cH:22][n:23]4)=[O:43])[cH:15][cH:16][c:17]23)[cH:6][cH:7]1. Reactants: S(=O)(=O)(OCC1COCC1)C1=CC=C(C)C=C1 ((tetrahydro-3-furanyl)methyl tosylate), C(CC)N (propylamine), [I-].[Na+] (sodium iodide), C([O-])([O-])=O.[K+].[K+] (potassium carbonate). Run in C(C)O (ethanol). Product: O1CC(CC1)CNCCC (N-{(tetrahydro-3-furanyl)methyl}propylamine). Reaction SMILES: S(C1C=CC(C)=CC=1)(O[CH2:5][CH:6]1[CH2:10][CH2:9][O:8][CH2:7]1)(=O)=O.[I-].[Na+].C(=O)([O-])[O-].[K+].[K+].[CH2:26]([NH2:29])[CH2:27][CH3:28]>C(O)C>[O:8]1[CH2:9][CH2:10][CH:6]([CH2:5][NH:29][CH2:26][CH2:27][CH3:28])[CH2:7]1 |f:1.2,3.4.5|. Procedure: A mixture comprising 3.00 g of (tetrahydro-3-furanyl)methyl tosylate, 0.20 g of sodium iodide, 3.50 g of potassium carbonate, 4.00 g of propylamine and 30 ml of ethanol was refluxed for 8 hours. After separation of insoluble matters by filtration, the reaction fluid was concentrated under a reduced pressure to obtain crude N-{(tetrahydro-3-furanyl)methyl}propylamine. To this were added 1.90 g of 1,1-bis(methylthio)-2-nitroethylene and 16 ml of acetonitrile. The resulting mixture was refluxed for... Reactants: CCc1cc(-c2cncc(C(=O)O)c2)c(C)[nH]c1=O, NCCN1C(=O)CSC1=O. Product: CCc1cc(-c2cncc(C(=O)NCCN3C(=O)CSC3=O)c2)c(C)[nH]c1=O. RXN SMILES: [CH2:1]([CH3:2])[c:3]1[cH:4][c:5](-[c:11]2[cH:12][n:13][cH:14][c:15]([C:17](=[O:18])[OH:19])[cH:16]2)[c:6]([CH3:10])[nH:7][c:8]1=[O:9].[O:20]=[C:21]1[S:22][CH2:23][C:24](=[O:29])[N:25]1[CH2:26][CH2:27][NH2:28]>>[CH2:1]([CH3:2])[c:3]1[cH:4][c:5](-[c:11]2[cH:12][n:13][cH:14][c:15]([C:17](=[O:19])[NH:28][CH2:27][CH2:26][N:25]3[C:21](=[O:20])[S:22][CH2:23][C:24]3=[O:29])[cH:16]2)[c:6]([CH3:10])[nH:7][c:8]1=[O:9]. The reactants are OCCOCCO, Cl, [K+], [OH-], O, NC(=O)NN=Cc1c(O)c(O)cc2ccccc12. Yields the product Cc1c(O)c(O)cc2ccccc12. Reaction SMILES: [CH2:22]([OH:23])[CH2:24][O:25][CH2:26][CH2:27][OH:28].[ClH:21].[K+:20].[OH-:19].[OH2:29].[OH:1][c:2]1[c:3]([CH:13]=[N:14][NH:15][C:16](=[O:17])[NH2:18])[c:4]2[cH:5][cH:6][cH:7][cH:8][c:9]2[cH:10][c:11]1[OH:12]>>[OH:1][c:2]1[c:3]([CH3:13])[c:4]2[cH:5][cH:6][cH:7][cH:8][c:9]2[cH:10][c:11]1[OH:12]. Reactants: O=C(N=C=S)OCC1c2ccccc2-c2ccccc21, CCN(C(C)C)C(C)C, ClCCl, Cl, C=CC1CC1(NC(=O)C1CC(Oc2cc(-c3ccccc3)nc3cc(OC)ccc23)CN1C(=O)C(N)C(C)(C)C)C(=O)NS(=O)(=O)C1CC1. Yields the product C=CC1CC1(NC(=O)C1CC(Oc2cc(-c3ccccc3)nc3cc(OC)ccc23)CN1C(=O)C(NC(=S)NC(=O)OCC1c2ccccc2-c2ccccc21)C(C)(C)C)C(=O)NS(=O)(=O)C1CC1. RXN SMILES: [C:60](=[O:61])([O:62][CH2:63][CH:64]1[c:65]2[cH:66][cH:67][cH:68][cH:69][c:70]2-[c:71]2[cH:72][cH:73][cH:74][cH:75][c:76]21)[N:77]=[C:78]=[S:79].[CH:51]([N:52]([CH2:53][CH3:54])[CH:55]([CH3:56])[CH3:57])([CH3:58])[CH3:59].[Cl:80][CH2:81][Cl:82].[ClH:50].[NH2:1][CH:2]([C:3](=[O:4])[N:5]1[CH:6]([C:29](=[O:30])[NH:31][C:32]2([C:37]([NH:38][S:39](=[O:40])(=[O:41])[CH:42]3[CH2:43][CH2:44]3)=[O:45])[CH:33]([CH:35]=[CH2:36])[CH2:34]2)[CH2:7][CH:8]([O:10][c:11]2[cH:12][c:13](-[c:23]3[cH:24][cH:25][cH:26][cH:27][cH:28]3)[n:14][c:15]3[cH:16][c:17]([O:21][CH3:22])[cH:18][cH:19][c:20]23)[CH2:9]1)[C:46]([CH3:47])([CH3:48])[CH3:49]>>[NH:1]([CH:2]([C:3](=[O:4])[N:5]1[CH:6]([C:29](=[O:30])[NH:31][C:32]2([C:37]([NH:38][S:39](=[O:40])(=[O:41])[CH:42]3[CH2:43][CH2:44]3)=[O:45])[CH:33]([CH:35]=[CH2:36])[CH2:34]2)[CH2:7][CH:8]([O:10][c:11]2[cH:12][c:13](-[c:23]3[cH:24][cH:25][cH:26][cH:27][cH:28]3)[n:14][c:15]3[cH:16][c:17]([O:21][CH3:22])[cH:18][cH:19][c:20]23)[CH2:9]1)[C:46]([CH3:47])([CH3:48])[CH3:49])[C:78]([NH:77][C:60](=[O:61])[O:62][CH2:63][CH:64]1[c:65]2[cH:66][cH:67][cH:68][cH:69][c:70]2-[c:71]2[cH:72][cH:73][cH:74][cH:75][c:76]21)=[S:79]. Starting materials: C(C)OC(=O)C1=C(C2=C(C(=N1)C#N)N=C(S2)C(C)(C)C)O (2-tert-butyl-4-cyano-7-hydroxy-thiazolo[4,5-c]pyridine-6-carboxylic acid ethyl ester), NCC(=O)O (glycine), Cl (HCl). Run in C[O-].[Na+] (NaOMe), CO (methanol), O (water). The product is C(C)(C)(C)C=1SC2=C(C(=NC(=C2O)C(=O)NCC(=O)O)C#N)N1 ([(2-tert-Butyl-4-cyano-7-hydroxy-thiazolo[4,5-c]pyridine-6-carbonyl)-amino]-acetic acid). The yield is 53.4%. As a reaction SMILES: C(O[C:4]([C:6]1[N:11]=[C:10]([C:12]#[N:13])[C:9]2[N:14]=[C:15]([C:17]([CH3:20])([CH3:19])[CH3:18])[S:16][C:8]=2[C:7]=1[OH:21])=[O:5])C.[NH2:22][CH2:23][C:24]([OH:26])=[O:25].Cl>C[O-].[Na+].CO.O>[C:17]([C:15]1[S:16][C:8]2[C:7]([OH:21])=[C:6]([C:4]([NH:22][CH2:23][C:24]([OH:26])=[O:25])=[O:5])[N:11]=[C:10]([C:12]#[N:13])[C:9]=2[N:14]=1)([CH3:18])([CH3:19])[CH3:20] |f:3.4|. Procedure: A suspension of 2-tert-butyl-4-cyano-7-hydroxy-thiazolo[4,5-c]pyridine-6-carboxylic acid ethyl ester (85 mg, 0.28 mmol) and glycine (188 mg, 2.5 mmol) in 4.4 mL of 0.5 N NaOMe in methanol was heated at reflux temperature for 25 h. The reaction mixture was diluted with water, acidified with 1 N HCl, and extracted with ethyl acetate. The organic fraction was concentrated to a residue and purified by reverse phase chromatography on a C-18 column, eluting the desired product with a gradient of 10-90...